From a dataset of the Open Reaction Database (ORD), a public repository of structured organic reaction records. describe an organic reaction: reactants, conditions, products, and yield Reactants: CCc1sc(-c2ccc(C(F)(F)F)cc2)nc1C(C)C(=O)O, COC(=O)CCc1ccc(N)cc1C, CCN=C=NCCCN(C)C, CN(C)c1ccncc1, ClCCl. The product is CCc1sc(-c2ccc(C(F)(F)F)cc2)nc1C(C)C(=O)Nc1ccc(CCC(=O)OC)c(C)c1. As a reaction SMILES: [CH2:1]([CH3:2])[c:3]1[c:4]([CH:18]([C:19](=[O:20])[OH:21])[CH3:22])[n:5][c:6](-[c:8]2[cH:9][cH:10][c:11]([C:14]([F:15])([F:16])[F:17])[cH:12][cH:13]2)[s:7]1.[CH3:23][O:24][C:25]([CH2:26][CH2:27][c:28]1[c:29]([CH3:35])[cH:30][c:31]([NH2:34])[cH:32][cH:33]1)=[O:36].[CH3:37][CH2:38][N:39]=[C:40]=[N:41][CH2:42][CH2:43][CH2:44][N:45]([CH3:46])[CH3:47].[CH3:48][N:49]([c:50]1[cH:51][cH:52][n:53][cH:54][cH:55]1)[CH3:56].[Cl:57][CH2:58][Cl:59]>>[CH2:1]([CH3:2])[c:3]1[c:4]([CH:18]([C:19](=[O:20])[NH:34][c:31]2[cH:30][c:29]([CH3:35])[c:28]([CH2:27][CH2:26][C:25]([O:24][CH3:23])=[O:36])[cH:33][cH:32]2)[CH3:22])[n:5][c:6](-[c:8]2[cH:9][cH:10][c:11]([C:14]([F:15])([F:16])[F:17])[cH:12][cH:13]2)[s:7]1. Starting materials: SC=1SC2=C(N1)C=CC=C2 (2-mercaptobenzothiazole), C(C)(=O)O[C@H]1[C@@H](O[C@@H]([C@H]1OC(C)=O)COC(C)=O)N1C2=NC(=NC(=C2N=C1)Cl)Cl (9-(2,3,5-tri-O-acetyl-β-D-ribofuranosyl)-2,6-di-chloro-9H-purine), Cl.N[C@H](C(F)(F)F)CSC=1SC2=C(N1)C=CC=C2 (2-[(R)-2-amino-1,1,1-trifluoro-3-propylthio]benzothiazole hydrochloride), 2-(N-tert-butyloxycarbonyl)amino-1,1,1-trifluoro-3-propanol. The solvent is N (ammonia). Product: C(C)(=O)O[C@H]1[C@@H](O[C@@H]([C@H]1OC(C)=O)COC(C)=O)N1C=NC=2C(NC(C(F)(F)F)CSC=3SC4=C(N3)C=CC=C4)=NC(=NC12)Cl (2',3',5'-tri-O-acetyl-N-[3-(2-benzothiazolyl)thio-1,1,1-trifluoro-2-propyl]-2-chloroadenosine), S1C(=NC2=C1C=CC=C2)SCC(C(F)(F)F)NC=2C=1N=CN([C@H]3[C@H](O)[C@H](O)[C@@H](CO)O3)C1N=C(N2)Cl (N-[3-(2-benzothiazolyl)thio-1,1,1-trifluoro-2-propyl]-2-chloroadenosine). Isolated yield 45.0%. As a reaction SMILES: Cl.[NH2:2][C@@H:3]([CH2:8][S:9][C:10]1[S:11][C:12]2[CH:18]=[CH:17][CH:16]=[CH:15][C:13]=2[N:14]=1)[C:4]([F:7])([F:6])[F:5].SC1SC2C=CC=CC=2N=1.[C:29]([O:32][C@@H:33]1[C@H:37]([O:38][C:39](=[O:41])[CH3:40])[C@@H:36]([CH2:42][O:43][C:44](=[O:46])[CH3:45])[O:35][C@H:34]1[N:47]1[CH:55]=[N:54][C:53]2[C:48]1=[N:49][C:50]([Cl:57])=[N:51][C:52]=2Cl)(=[O:31])[CH3:30]>N>[C:29]([O:32][C@@H:33]1[C@H:37]([O:38][C:39](=[O:41])[CH3:40])[C@@H:36]([CH2:42][O:43][C:44](=[O:46])[CH3:45])[O:35][C@H:34]1[N:47]1[C:48]2[N:49]=[C:50]([Cl:57])[N:51]=[C:52]([NH:2][CH:3]([CH2:8][S:9][C:10]3[S:11][C:12]4[CH:18]=[CH:17][CH:16]=[CH:15][C:13]=4[N:14]=3)[C:4]([F:7])([F:6])[F:5])[C:53]=2[N:54]=[CH:55]1)(=[O:31])[CH3:30].[S:11]1[C:12]2[CH:18]=[CH:17][CH:16]=[CH:15][C:13]=2[N:14]=[C:10]1[S:9][CH2:8][CH:3]([NH:2][C:52]1[C:53]2[N:54]=[CH:55][N:47]([C:48]=2[N:49]=[C:50]([Cl:57])[N:51]=1)[C@@H:34]1[O:35][C@H:36]([CH2:42][OH:43])[C@@H:37]([OH:38])[C@H:33]1[OH:32])[C:4]([F:7])([F:6])[F:5] |f:0.1|. Procedure: N-[3-(2-Benzothiazolyl)thio-1,1,1-trifluoro-2-propyl]-2-chloroadenosine was prepared according to general method A as described in Example 1 by reacting 2-[(R)-2-amino-1,1,1-trifluoro-3-propylthio]benzothiazole hydrochloride [prepared by a Mitsunobu reaction as described in Example 1 using the above 2-(N-tert-butyloxycarbonyl)amino-1,1,1-trifluoro-3-propanol and 2-mercaptobenzothiazole followed by acidic hydrolysis] (0.13 g, 0.47 mmol) with 9-(2,3,5-tri-O-acetyl-β-D-ribofuranosyl)-2,6-di-chloro-... Reactants: N#Cc1ccc2c(c1)CC(=O)N2, C1CCNCC1, CC(=O)c1ccc[nH]1, CCO. Yields the product CC(=C1C(=O)Nc2ccc(C#N)cc21)c1ccc[nH]1. RXN SMILES: [C:1](#[N:2])[c:3]1[cH:4][c:5]2[c:9]([cH:10][cH:11]1)[NH:8][C:7](=[O:12])[CH2:6]2.[CH2:21]1[CH2:22][CH2:23][NH:24][CH2:25][CH2:26]1.[CH3:13][C:14](=[O:15])[c:16]1[cH:17][cH:18][cH:19][nH:20]1.[CH3:27][CH2:28][OH:29]>>[C:1](#[N:2])[c:3]1[cH:4][c:5]2[c:9]([cH:10][cH:11]1)[NH:8][C:7](=[O:12])[C:6]2=[C:14]([CH3:13])[c:16]1[cH:17][cH:18][cH:19][nH:20]1. Reactants: [OH-].[K+] (KOH), COC(=O)C1(CC1)C(=O)OC (cyclopropane-1,1-dicarboxylic acid dimethyl ester). Solvent: CO (methanol). Conditions: time 4 hour. Yields the product COC(=O)C1(CC1)C(=O)O (cyclopropane-1,1-dicarboxylic acid methyl ester). The yield is 71.6%. RXN SMILES: [OH-].[K+].[CH3:3][O:4][C:5]([C:7]1([C:10]([O:12]C)=[O:11])[CH2:9][CH2:8]1)=[O:6]>CO>[CH3:3][O:4][C:5]([C:7]1([C:10]([OH:12])=[O:11])[CH2:9][CH2:8]1)=[O:6] |f:0.1|. Procedure details: KOH (42 mg, 0.75 mmol) was added to a solution cyclopropane-1,1-dicarboxylic acid dimethyl ester (100 mg, 0.63 mmol) in methanol. The resulting mixture was stirred for 4 hours at ambient temperature then concentrated. The residue was diluted with water, acidified with conc. HCl and the product was extracted with dichloromethane. The organic layer was dried over sodium sulfate and concentrated under reduced pressure to afford 65 mg (71%) of cyclopropane-1,1-dicarboxylic acid methyl ester. Reactants: ClC1=NC(=NC(=C1N1CC2CCC(C1)O2)Cl)C2=NN(C1=NC=CC=C12)CC1=C(C=CC=C1)F (3-[4,6-Dichloro-5-(8-oxa-3-azabicyclo[3.2.1]oct-3-yl)-2-pyrimidinyl]-1-(2-fluorobenzyl)-1H-pyrazolo[3,4-b]pyridine), C(=O)[O-].[NH4+] (ammonium formate). The reagents and catalysts are [Pd] (palladium on activated carbon). The solvent is CO (methanol). Yields the product FC1=C(CN2N=C(C=3C2=NC=CC3)C3=NC=C(C=N3)N3CC2CCC(C3)O2)C=CC=C1 (1-(2-Fluorobenzyl)-3-[5-(8-oxa-3-azabicyclo[3.2.1]oct-3-yl)-2-pyrimidinyl]-1H-pyrazolo[3,4-b]pyridine). Reaction SMILES: Cl[C:2]1[C:7]([N:8]2[CH2:14][CH:13]3[O:15][CH:10]([CH2:11][CH2:12]3)[CH2:9]2)=[C:6](Cl)[N:5]=[C:4]([C:17]2[C:25]3[C:20](=[N:21][CH:22]=[CH:23][CH:24]=3)[N:19]([CH2:26][C:27]3[CH:32]=[CH:31][CH:30]=[CH:29][C:28]=3[F:33])[N:18]=2)[N:3]=1.C([O-])=O.[NH4+]>CO.[Pd]>[F:33][C:28]1[CH:29]=[CH:30][CH:31]=[CH:32][C:27]=1[CH2:26][N:19]1[C:20]2=[N:21][CH:22]=[CH:23][CH:24]=[C:25]2[C:17]([C:4]2[N:5]=[CH:6][C:7]([N:8]3[CH2:9][CH:10]4[O:15][CH:13]([CH2:12][CH2:11]4)[CH2:14]3)=[CH:2][N:3]=2)=[N:18]1 |f:1.2|. Procedure details: 400 mg (0.68 mmol) of 3-[4,6-dichloro-5-(8-oxa-3-azabicyclo[3.2.1]oct-3-yl)-2-pyrimidinyl]-1-(2-fluorobenzyl)-1H-pyrazolo[3,4-b]pyridine (example XII, step 7) are dissolved in 200 ml of methanol, and 86 mg of ammonium formate are added. Under argon, 26 mg of palladium on activated carbon (10%) are added, and the mixture is heated under reflux for 3 days. The reaction mixture is filtered and the residues are washed with methanol. The solvent is removed in vacuo, and the residue is purified by pre... Reaction SMILES: [CH3:35][N:36]([CH3:37])[CH:38]=[O:39].[Cl:18][CH:19]([C:20](=[O:21])[O:22][CH2:23][CH2:24][O:25][CH2:26][c:27]1[cH:28][cH:29][c:30]([F:33])[cH:31][cH:32]1)[CH3:34].[Cl:2][c:3]1[c:4]([O:10][c:11]2[cH:12][cH:13][c:14]([OH:17])[cH:15][cH:16]2)[n:5][cH:6][c:7]([Cl:9])[cH:8]1.[Na:1].[OH2:40]>>[Cl:2][c:3]1[c:4]([O:10][c:11]2[cH:12][cH:13][c:14]([O:17][CH:19]([C:20](=[O:21])[O:22][CH2:23][CH2:24][O:25][CH2:26][c:27]3[cH:28][cH:29][c:30]([F:33])[cH:31][cH:32]3)[CH3:34])[cH:15][cH:16]2)[n:5][cH:6][c:7]([Cl:9])[cH:8]1. Product: CC(Oc1ccc(Oc2ncc(Cl)cc2Cl)cc1)C(=O)OCCOCc1ccc(F)cc1. Starting materials: CN(C)C=O, CC(Cl)C(=O)OCCOCc1ccc(F)cc1, Oc1ccc(Oc2ncc(Cl)cc2Cl)cc1, [Na], O.